Dataset: the Open Reaction Database (ORD), a public repository of structured organic reaction records. Task: describe an organic reaction: reactants, conditions, products, and yield Starting materials: CCc1ccccc1-c1cc(C#N)ccc1O, C1CCOC1, [Li]C, Cl, O. Yields the product CCc1ccccc1-c1cc(C(C)=O)ccc1O. Reaction SMILES: [C:1](#[N:2])[c:3]1[cH:4][c:5](-[c:10]2[c:11]([CH2:12][CH3:13])[cH:14][cH:15][cH:16][cH:17]2)[c:6]([OH:9])[cH:7][cH:8]1.[CH2:22]1[O:23][CH2:24][CH2:25][CH2:26]1.[CH3:18][Li:19].[ClH:21].[OH2:20]>>[C:1]([c:3]1[cH:4][c:5](-[c:10]2[c:11]([CH2:12][CH3:13])[cH:14][cH:15][cH:16][cH:17]2)[c:6]([OH:9])[cH:7][cH:8]1)(=[O:20])[CH3:22]. The reactants are CC(=O)c1ccc(NC(=O)OC(C)(C)C)cc1, [Li]C(C)(C)C, O=C1CCN(Cc2ccccc2)CC1, CCCCC, [Cl-], [NH4+], C1CCOC1. RXN SMILES: [C:1]([CH3:2])([CH3:3])([CH3:4])[O:5][C:6](=[O:7])[NH:8][c:9]1[cH:10][cH:11][c:12]([C:15]([CH3:16])=[O:17])[cH:13][cH:14]1.[C:23]([Li:24])([CH3:25])([CH3:26])[CH3:27].[CH2:28]([c:29]1[cH:30][cH:31][cH:32][cH:33][cH:34]1)[N:35]1[CH2:36][CH2:37][C:38](=[O:41])[CH2:39][CH2:40]1.[CH3:18][CH2:19][CH2:20][CH2:21][CH3:22].[Cl-:42].[NH4+:43].[O:44]1[CH2:45][CH2:46][CH2:47][CH2:48]1>>[C:1]([CH3:2])([CH3:3])([CH3:4])[O:5][C:6](=[O:7])[NH:8][c:9]1[cH:10][cH:11][c:12]([C:15]([CH2:16][C:38]2([OH:41])[CH2:37][CH2:36][N:35]([CH2:28][c:29]3[cH:30][cH:31][cH:32][cH:33][cH:34]3)[CH2:40][CH2:39]2)=[O:17])[cH:13][cH:14]1. The product is CC(C)(C)OC(=O)Nc1ccc(C(=O)CC2(O)CCN(Cc3ccccc3)CC2)cc1. Reactants: C[O-], CO, COC(=O)c1cc(C)nc(Cl)n1, [Na+]. The product is COC(=O)c1cc(C)nc(OC)n1. Reaction SMILES: [CH3:13][O-:14].[CH3:16][OH:17].[Cl:1][c:2]1[n:3][c:4]([CH3:12])[cH:5][c:6]([C:8](=[O:9])[O:10][CH3:11])[n:7]1.[Na+:15]>>[c:2]1([O:14][CH3:13])[n:3][c:4]([CH3:12])[cH:5][c:6]([C:8](=[O:9])[O:10][CH3:11])[n:7]1. The reactants are COC1=C(C=C(C=C1OC)[N+](=O)[O-])C(CC(=O)O)CCCCC (3-(2, 3-dimethoxy-5-nitropheyl) octanoic acid), C(C)(C)C1=C(N)C(=CC=C1)C(C)C (2, 6-diisopropylaniline). Yields the product C(C)(C)C1=C(C(=CC=C1)C(C)C)NC(CC(CCCCC)C1=C(C(=CC(=C1)[N+](=O)[O-])OC)OC)=O (N-(2, 6-diisopropylphenyl)-3-(2, 3-dimethoxy-5-nitrophenyl) octanamide). Reaction SMILES: [CH3:1][O:2][C:3]1[C:8]([O:9][CH3:10])=[CH:7][C:6]([N+:11]([O-:13])=[O:12])=[CH:5][C:4]=1[CH:14]([CH2:19][CH2:20][CH2:21][CH2:22][CH3:23])[CH2:15][C:16]([OH:18])=O.[CH:24]([C:27]1[CH:33]=[CH:32][CH:31]=[C:30]([CH:34]([CH3:36])[CH3:35])[C:28]=1[NH2:29])([CH3:26])[CH3:25]>>[CH:34]([C:30]1[CH:31]=[CH:32][CH:33]=[C:27]([CH:24]([CH3:26])[CH3:25])[C:28]=1[NH:29][C:16](=[O:18])[CH2:15][CH:14]([C:4]1[CH:5]=[C:6]([N+:11]([O-:13])=[O:12])[CH:7]=[C:8]([O:9][CH3:10])[C:3]=1[O:2][CH3:1])[CH2:19][CH2:20][CH2:21][CH2:22][CH3:23])([CH3:36])[CH3:35]. Procedure: A mixture of 3-(2, 3-dimethoxy-5-nitropheyl) octanoic acid and 2, 6-diisopropylaniline was allowed to react in a conventional manner to give N-(2, 6-diisopropylphenyl)-3-(2, 3-dimethoxy-5-nitrophenyl) octanamide. Reported procedure: A mixture of 1-iodo-4-(trifluoromethoxy)benzene (5.00 g), copper(I) iodide (66.3 mg), triphenylphosphine (228 mg), tris(dibenzylideneacetone)dipalladium(0) chloroform adduct (360 mg), propargyl alcohol (1.13 ml), diisopropylethylamine (12.1 ml) and tetrahydrofuran (100 ml) was stirred at room temperature for 21 hr. The reaction mixture was added to brine, and the mixture was extracted with ethyl acetate, washed with saturated brine, and dried over anhydrous magnesium sulfate. The solvent was eva... Yields the product FC(OC1=CC=C(C=C1)C#CCO)(F)F (3-(4-trifluoromethoxyphenyl)-2-propyne-1-ol). Reagents/catalysts: [Cu]I (copper(I) iodide), C1=CC=C(C=C1)/C=C/C(=O)/C=C/C2=CC=CC=C2.C1=CC=C(C=C1)/C=C/C(=O)/C=C/C2=CC=CC=C2.C1=CC=C(C=C1)/C=C/C(=O)/C=C/C2=CC=CC=C2.C(Cl)(Cl)Cl.[Pd].[Pd] (tris(dibenzylideneacetone)dipalladium(0) chloroform adduct). RXN SMILES: I[C:2]1[CH:7]=[CH:6][C:5]([O:8][C:9]([F:12])([F:11])[F:10])=[CH:4][CH:3]=1.C1(P(C2C=CC=CC=2)C2C=CC=CC=2)C=CC=CC=1.[CH2:32]([OH:35])[C:33]#[CH:34].C(N(C(C)C)CC)(C)C>[Cl-].[Na+].O.[Cu]I.C1C=CC(/C=C/C(/C=C/C2C=CC=CC=2)=O)=CC=1.C1C=CC(/C=C/C(/C=C/C2C=CC=CC=2)=O)=CC=1.C1C=CC(/C=C/C(/C=C/C2C=CC=CC=2)=O)=CC=1.C(Cl)(Cl)Cl.[Pd].[Pd].O1CCCC1>[F:10][C:9]([F:12])([F:11])[O:8][C:5]1[CH:6]=[CH:7][C:2]([C:34]#[C:33][CH2:32][OH:35])=[CH:3][CH:4]=1 |f:4.5.6,8.9.10.11.12.13|. The reactants are IC1=CC=C(C=C1)OC(F)(F)F (1-iodo-4-(trifluoromethoxy)benzene), C1(=CC=CC=C1)P(C1=CC=CC=C1)C1=CC=CC=C1 (triphenylphosphine), C(C#C)O (propargyl alcohol), C(C)(C)N(CC)C(C)C (diisopropylethylamine). Run at time 21 hour. The solvent is [Cl-].[Na+].O (brine), O1CCCC1 (tetrahydrofuran). Procedure details: To a solution of 6-bromo-2,3,4,9-tetrahydro-1H-carbazol-1-amine (50 mg, 0.19 mmol) in isopropanol (0.30 mL) was added trimethylsilyl isocyanate. The mixture was stirred at room temperature 15 hours, the solvent removed, and the residue purified by flash chromatography (0-5% methanol-dichloromethane) to give 23 mg (40% yield) of a brown solid. 1H-NMR (DMSO-d6): δ 10.91 (s, 1H), 7.57 (d, 1H), 7.30 (d, 1H), 7.16 (dd, 1H), 6.46 (d 1H), 4.87 (m, 1H), 2.64 (m, 2H), 1.97 (m, 1H), 1.90-1.65 (m, 3H); MS ... Yield: 40.0%. As a reaction SMILES: [Br:1][C:2]1[CH:3]=[C:4]2[C:12](=[CH:13][CH:14]=1)[NH:11][C:10]1[CH:9]([NH2:15])[CH2:8][CH2:7][CH2:6][C:5]2=1.C[Si]([N:20]=[C:21]=[O:22])(C)C>C(O)(C)C>[Br:1][C:2]1[CH:3]=[C:4]2[C:12](=[CH:13][CH:14]=1)[NH:11][C:10]1[CH:9]([NH:15][C:21]([NH2:20])=[O:22])[CH2:8][CH2:7][CH2:6][C:5]2=1. The product is BrC=1C=C2C=3CCCC(C3NC2=CC1)NC(=O)N (N-(6-Bromo-2,3,4,9-tetrahydro-1H-carbazol-1-yl)urea). Run at time 15 hour. Starting materials: BrC=1C=C2C=3CCCC(C3NC2=CC1)N (6-bromo-2,3,4,9-tetrahydro-1H-carbazol-1-amine), C[Si](C)(C)N=C=O (trimethylsilyl isocyanate). The solvent is C(C)(C)O (isopropanol). The reactants are CCCCBr, CS(C)=O, [K+], [OH-], O, Cc1ccccc1C(=O)Nc1cccc(O)c1. Product: CCCCOc1cccc(NC(=O)c2ccccc2C)c1. Reaction SMILES: [CH2:20]([CH2:21][CH2:22][CH3:23])[Br:24].[CH3:25][S:26](=[O:27])[CH3:28].[K+:19].[OH-:18].[OH2:29].[OH:1][c:2]1[cH:3][c:4]([NH:5][C:6]([c:7]2[c:8]([CH3:13])[cH:9][cH:10][cH:11][cH:12]2)=[O:14])[cH:15][cH:16][cH:17]1>>[O:1]([c:2]1[cH:3][c:4]([NH:5][C:6]([c:7]2[c:8]([CH3:13])[cH:9][cH:10][cH:11][cH:12]2)=[O:14])[cH:15][cH:16][cH:17]1)[CH2:20][CH2:21][CH2:22][CH3:23]. Procedure details: In a manner similar to the method described in Examples 42d, rac-(2R,3S,4R,5S)-3-(3-chloro-2-fluoro-phenyl)-4-(4-chloro-2-fluoro-phenyl)-4-cyano-5-(1-hydroxymethyl-cyclohexylmethyl)-pyrrolidine-2-carboxylic acid [2-((S)-2,2-dimethyl-[1,3]dioxolan-4-yl)-ethyl]-amide prepared in Example 118a (0.27 g, 0.4 mmol) was reacted with aqueous HCl solution (1 N, 1 mL, 1 mol) in tetrahydrofuran (9 mL) at room temperature for 2 h to give rac-(2R,3S,4R,5S)-3-(3-chloro-2-fluoro-phenyl)-4-(4-chloro-2-fluoro-phe... Reactants: CC1(OC[C@@H](O1)CCNC(=O)C1NC(C(C1C1=C(C(=CC=C1)Cl)F)(C#N)C1=C(C=C(C=C1)Cl)F)CC1(CCCCC1)CO)C (rac-(2R,3S,4R,5S)-3-(3-chloro-2-fluoro-phenyl)-4-(4-chloro-2-fluoro-phenyl)-4-cyano-5-(1-hydroxymethyl-cyclohexylmethyl)-pyrrolidine-2-carboxylic acid [2-((S)-2,2-dimethyl-[1,3]dioxolan-4-yl)-ethyl]-amide), Cl (HCl). Yields the product O[C@@H](CCNC(=O)C1NC(C(C1C1=C(C(=CC=C1)Cl)F)(C#N)C1=C(C=C(C=C1)Cl)F)CC1(CCCCC1)CO)CO (rac-(2R,3S,4R,5S)-3-(3-chloro-2-fluoro-phenyl)-4-(4-chloro-2-fluoro-phenyl)-4-cyano-5-(1-hydroxymethyl-cyclohexylmethyl)-pyrrolidine-2-carboxylic acid ((S)-3,4-dihydroxy-butyl)-amide). Isolated yield 94.2%. As a reaction SMILES: CC1(C)[O:6][C@@H:5]([CH2:7][CH2:8][NH:9][C:10]([CH:12]2[CH:16]([C:17]3[CH:22]=[CH:21][CH:20]=[C:19]([Cl:23])[C:18]=3[F:24])[C:15]([C:27]3[CH:32]=[CH:31][C:30]([Cl:33])=[CH:29][C:28]=3[F:34])([C:25]#[N:26])[CH:14]([CH2:35][C:36]3([CH2:42][OH:43])[CH2:41][CH2:40][CH2:39][CH2:38][CH2:37]3)[NH:13]2)=[O:11])[CH2:4][O:3]1.Cl>O1CCCC1>[OH:6][C@H:5]([CH2:4][OH:3])[CH2:7][CH2:8][NH:9][C:10]([CH:12]1[CH:16]([C:17]2[CH:22]=[CH:21][CH:20]=[C:19]([Cl:23])[C:18]=2[F:24])[C:15]([C:27]2[CH:32]=[CH:31][C:30]([Cl:33])=[CH:29][C:28]=2[F:34])([C:25]#[N:26])[CH:14]([CH2:35][C:36]2([CH2:42][OH:43])[CH2:37][CH2:38][CH2:39][CH2:40][CH2:41]2)[NH:13]1)=[O:11]. Run in O1CCCC1 (tetrahydrofuran).